This data is from the Open Reaction Database (ORD), a public repository of structured organic reaction records. The task is: describe an organic reaction: reactants, conditions, products, and yield Reactants: CCOC(=O)C1CCCN(C(=O)OC(C)(C)C)C1, CO, Cl, [Li+], [OH-], O. Yields the product CC(C)(C)OC(=O)N1CCCC(C(=O)O)C1. As a reaction SMILES: [C:1](=[O:2])([O:3][C:4]([CH3:5])([CH3:6])[CH3:7])[N:8]1[CH2:9][CH:10]([C:11](=[O:12])[O:13][CH2:14][CH3:15])[CH2:16][CH2:17][CH2:18]1.[CH3:22][OH:23].[ClH:21].[Li+:20].[OH-:19].[OH2:24]>>[C:1](=[O:2])([O:3][C:4]([CH3:5])([CH3:6])[CH3:7])[N:8]1[CH2:9][CH:10]([C:11](=[O:12])[OH:13])[CH2:16][CH2:17][CH2:18]1.